Dataset: the Open Reaction Database (ORD), a public repository of structured organic reaction records. Task: describe an organic reaction: reactants, conditions, products, and yield Run in C(C)#N (acetonitrile). RXN SMILES: [CH2:1]([O:3][C:4](=[O:10])[CH2:5][C:6]([CH2:8]Cl)=[O:7])[CH3:2].[CH3:11][CH2:12][O-:13].[Na+]>C(#N)C>[CH2:1]([O:3][C:4](=[O:10])[CH2:5][C:6]([CH2:8][O:13][CH2:12][CH3:11])=[O:7])[CH3:2] |f:1.2|. The yield is 90.4%. Reactants: C(C)OC(CC(=O)CCl)=O (4-chloroacetoacetic acid ethyl ester), CC[O-].[Na+] (sodium ethylate). Procedure: Using the method described in Example 1, 108.6 g of 4-chloroacetoacetic acid ethyl ester in 143 g of acetonitrile was reacted with 103.6 g of sodium ethylate. 4-ethoxyacetoacetic acid ethyl ester was obtained in a yield of 90.4 percent, related to the amount of 4-chloroacetoacetic acid ethyl ester used. The purity of the product was 98.5 percent. Yields the product C(C)OC(CC(=O)COCC)=O (4-ethoxyacetoacetic acid ethyl ester). The reactants are C(CCC)N1SC2=NC3=C(N2C1=O)C=CC=C3 (2-butyl-1,2,4-thiadiazolo[4,5-a]benzimidazole-3(2H)-one), C1(=CC=C(C=C1)S(=O)(=O)C#N)C (p-toluenesulfonyl cyanide). Run in ClCCl (dichloromethane). Conditions: time 20 hour. Product: CC1=CC=C(C=C1)S(=O)(=O)C1=NSC2=NC3=C(N21)C=CC=C3 (3-(4-methylphenylsulfonyl)-1,2,4-thiadiazolo[4,5-a]benzimidazole). Isolated yield 91.7%. As a reaction SMILES: C([N:5]1[C:12](=O)[N:11]2[C:7](=[N:8][C:9]3[CH:17]=[CH:16][CH:15]=[CH:14][C:10]=32)[S:6]1)CCC.[C:18]1([CH3:29])[CH:23]=[CH:22][C:21]([S:24](C#N)(=[O:26])=[O:25])=[CH:20][CH:19]=1>ClCCl>[CH3:29][C:18]1[CH:23]=[CH:22][C:21]([S:24]([C:12]2[N:11]3[C:7](=[N:8][C:9]4[CH:17]=[CH:16][CH:15]=[CH:14][C:10]=43)[S:6][N:5]=2)(=[O:26])=[O:25])=[CH:20][CH:19]=1. Procedure: A mixture of 2-butyl-1,2,4-thiadiazolo[4,5-a]benzimidazole-3(2H)-one (10.0 g, 40.4 mmole) and p-toluenesulfonyl cyanide (14.7 g, 81.0 mmole) in 120 mL of dichloromethane was stirred at room temperature for 20 h. The precipitate was filtered and washed with dichloromethane to yield 12.2 g (91%) of 3-(4-methylphenylsulfonyl)-1,2,4-thiadiazolo[4,5-a]benzimidazole as white powder: mp 231°-234° C.; 1H NMR (CDCl3) δ8.53 (d, 1H), 8.04 (d, 2H), 7.82 (d, 1H), 7.56-7.44 (m, 4H), 2.53 (s, 3H) ppm; 13C NMR ...